Dataset: the Open Reaction Database (ORD), a public repository of structured organic reaction records. Task: describe an organic reaction: reactants, conditions, products, and yield The reactants are C[Si](C)(C)[N-][Si](C)(C)C.[Li+] (lithium bis(trimethylsilyl)amide), C(C)(C)(C)P(C(C)(C)C)C(C)(C)C (tri-t-butylphosphine), CCCCCC (hexane), C(C)(C)(C)OC(N(C(C)C)CCN1CCCC2=CC(=CC=C12)Br)=O (tert-Butyl-2-(6-bromo-3,4-dihydroquinolin-1(2H)-yl)ethyl(isopropyl)-carbamate), C(C)(C)(C)OC(N(C(C)C)CCN1CCCC2=CC(=CC=C12)Br)=O (tert-Butyl-2-(6-bromo-3,4-dihydroquinolin-1(2H)-yl)ethyl(isopropyl)-carbamate), CCCC[N+](CCCC)(CCCC)CCCC.[F-] (TBAF). The reagents and catalysts are C=1C=CC(=CC1)/C=C/C(=O)/C=C/C2=CC=CC=C2.C=1C=CC(=CC1)/C=C/C(=O)/C=C/C2=CC=CC=C2.C=1C=CC(=CC1)/C=C/C(=O)/C=C/C2=CC=CC=C2.[Pd].[Pd] (tris(dibenzylideneacetone)dipalladium(0)). The solvent is C1CCOC1 (THF), C1CCOC1 (THF). Reaction conditions: time 5 minute. Product: C(C)(C)(C)OC(N(C(C)C)CCN1CCCC2=CC(=CC=C12)N)=O (tert-Butyl-2-(6-amino-3,4-dihydroquinolin-1(2H)-yl)ethyl(isopropyl)-carbamate). Isolated yield 67.4%. As a reaction SMILES: C(P(C(C)(C)C)C(C)(C)C)(C)(C)C.CCCCCC.[C:20]([O:24][C:25](=[O:43])[N:26]([CH2:30][CH2:31][N:32]1[C:41]2[C:36](=[CH:37][C:38](Br)=[CH:39][CH:40]=2)[CH2:35][CH2:34][CH2:33]1)[CH:27]([CH3:29])[CH3:28])([CH3:23])([CH3:22])[CH3:21].C[Si]([N-:48][Si](C)(C)C)(C)C.[Li+].CCCC[N+](CCCC)(CCCC)CCCC.[F-]>C1COCC1.C1C=CC(/C=C/C(/C=C/C2C=CC=CC=2)=O)=CC=1.C1C=CC(/C=C/C(/C=C/C2C=CC=CC=2)=O)=CC=1.C1C=CC(/C=C/C(/C=C/C2C=CC=CC=2)=O)=CC=1.[Pd].[Pd]>[C:20]([O:24][C:25](=[O:43])[N:26]([CH2:30][CH2:31][N:32]1[C:41]2[C:36](=[CH:37][C:38]([NH2:48])=[CH:39][CH:40]=2)[CH2:35][CH2:34][CH2:33]1)[CH:27]([CH3:29])[CH3:28])([CH3:23])([CH3:22])[CH3:21] |f:3.4,5.6,8.9.10.11.12|. Procedure details: A suspension of tris(dibenzylideneacetone)dipalladium(0) (35 mg, 0.038 mmol in anhydrous THF (3 mL) was treated with tri-t-butylphosphine in hexane (10% wt) (0.229 mL, 0.076 mmol) and the mixture stirred for 5 minutes at room temperature. A solution of tert-butyl-2-(6-bromo-3,4-dihydroquinolin-1(2H)-yl)ethyl(isopropyl)carbamate (compound 3, 0.150 g, 0.378 mmol) in THF (7 mL) was added followed by lithium bis(trimethylsilyl)amide (1M in THF, 0.755 mL, 0.755 mmol) and the mixture heated in a seale... Starting materials: CC(C)=O, COC(OC)C1=C(C(=O)OCC=Cc2ccccc2)C(c2cccc(Cl)c2)C(C(=O)OCCC#N)=C(C)N1, Cl. Product: CC1=C(C(=O)OCCC#N)C(c2cccc(Cl)c2)C(C(=O)OCC=Cc2ccccc2)=C(C=O)N1. RXN SMILES: [CH3:40][C:41](=[O:42])[CH3:43].[Cl:1][c:2]1[cH:3][c:4]([CH:8]2[C:9]([C:27](=[O:28])[O:29][CH2:30][CH:31]=[CH:32][c:33]3[cH:34][cH:35][cH:36][cH:37][cH:38]3)=[C:10]([CH:22]([O:23][CH3:26])[O:24][CH3:25])[NH:11][C:12]([CH3:21])=[C:13]2[C:14](=[O:15])[O:16][CH2:17][CH2:18][C:19]#[N:20])[cH:5][cH:6][cH:7]1.[ClH:39]>>[Cl:1][c:2]1[cH:3][c:4]([CH:8]2[C:9]([C:27](=[O:28])[O:29][CH2:30][CH:31]=[CH:32][c:33]3[cH:34][cH:35][cH:36][cH:37][cH:38]3)=[C:10]([CH:22]=[O:23])[NH:11][C:12]([CH3:21])=[C:13]2[C:14](=[O:15])[O:16][CH2:17][CH2:18][C:19]#[N:20])[cH:5][cH:6][cH:7]1. Reaction SMILES: [CH3:1][C:2]#[N:3].[Li]CCCC.[CH2:9]=[C:10]1[CH2:15][CH2:14][CH:13]([C:16](OCC)=[O:17])[CH2:12][CH2:11]1>C1COCC1>[CH2:9]=[C:10]1[CH2:15][CH2:14][CH:13]([C:16](=[O:17])[CH2:1][C:2]#[N:3])[CH2:12][CH2:11]1. Starting materials: CC#N (CH3CN), [Li]CCCC (nBuLi), C=C1CCC(CC1)C(=O)OCC (ethyl 4-methylenecyclohexanecarboxylate). Solvent: C1CCOC1 (THF), C1CCOC1 (THF). The product is C=C1CCC(CC1)C(CC#N)=O (3-(4-methylenecyclohexyl)-3-oxopropanenitrile). Conditions: temperature -78 celsius, time 1 hour. Procedure details: CH3CN (2.55 mL, 48.8 mmol. 2.2 eq) was added dropwise to a solution of nBuLi (48.8 mmol) in 180 mL of THF at −78° C. After stirring for 1 h at −78° C., a solution of ethyl 4-methylenecyclohexanecarboxylate (3.73 g, 22.2 mmol) in 20 mL of THF was added dropwise and the resulting reaction mixture (turned into nearly clear solution after addition) was stirred at −78° C. for 1 h, then slowly warmed to 0° C. before being quenched with sat. NH4Cl. THF was removed and the residue was diluted with EtOAc... Isolated yield 89.7%. Starting materials: CC(C)(C)[Si](C)(C)Cl, C1CCOC1, CC(C)(CO)CCO, c1c[nH]cn1. The product is CC(C)(CO)CCO[Si](C)(C)C(C)(C)C. Reaction SMILES: [C:14]([CH3:15])([CH3:16])([CH3:17])[Si:18]([CH3:19])([CH3:20])[Cl:21].[CH2:22]1[O:23][CH2:24][CH2:25][CH2:26]1.[CH3:1][C:2]([CH2:3][OH:4])([CH2:5][CH2:6][OH:7])[CH3:8].[nH:9]1[cH:10][cH:11][n:12][cH:13]1>>[CH3:1][C:2]([CH2:3][OH:4])([CH2:5][CH2:6][O:7][Si:18]([C:14]([CH3:15])([CH3:16])[CH3:17])([CH3:19])[CH3:20])[CH3:8].